From a dataset of the Open Reaction Database (ORD), a public repository of structured organic reaction records. describe an organic reaction: reactants, conditions, products, and yield Reactants: C1CCOC1, CO, CS(C)=O, Cc1nc2ccccc2[nH]1, Cc1c(Cl)cccc1S(=O)(=O)Cl, Cc1c(Cl)cccc1S(=O)(=O)Nc1ccc2c(c1)nc(C)n2S(=O)(=O)c1cccc(Cl)c1C, Cc1c(Cl)cccc1S(=O)(=O)Nc1ccc2nc(C)n(S(=O)(=O)c3cccc(Cl)c3C)c2c1, O, On1nnc2ccccc21. The product is Cc1nc2cc(NS(=O)(=O)c3cccc(Cl)c3C)ccc2[nH]1. Reaction SMILES: [CH2:99]1[O:100][CH2:101][CH2:102][CH2:103]1.[CH3:104][OH:105].[CH3:107][S:108]([CH3:109])=[O:110].[CH3:13][c:14]1[nH:15][c:16]2[cH:17][cH:18][cH:19][cH:20][c:21]2[n:22]1.[Cl:1][c:2]1[c:3]([CH3:4])[c:5]([S:6]([Cl:7])(=[O:8])=[O:9])[cH:10][cH:11][cH:12]1.[Cl:23][c:24]1[c:25]([CH3:55])[c:26]([S:30](=[O:31])(=[O:32])[NH:33][c:34]2[cH:35][c:36]3[c:37]([n:38]([S:42]([c:43]4[cH:44][cH:45][cH:46][c:47]([Cl:48])[c:49]4[CH3:50])(=[O:51])=[O:52])[c:39]([CH3:41])[n:40]3)[cH:53][cH:54]2)[cH:27][cH:28][cH:29]1.[Cl:56][c:57]1[c:58]([CH3:59])[c:60]([S:61]([NH:62][c:63]2[cH:64][cH:65][c:66]3[n:67][c:68]([CH3:69])[n:70]([S:71]([c:72]4[cH:73][cH:74][cH:75][c:76]([Cl:77])[c:78]4[CH3:79])(=[O:80])=[O:81])[c:82]3[cH:83]2)(=[O:84])=[O:85])[cH:86][cH:87][cH:88]1.[OH2:106].[OH:89][n:90]1[c:91]2[cH:92][cH:93][cH:94][cH:95][c:96]2[n:97][n:98]1>>[Cl:23][c:24]1[c:25]([CH3:55])[c:26]([S:30](=[O:31])(=[O:32])[NH:33][c:34]2[cH:35][c:36]3[c:37]([nH:38][c:39]([CH3:41])[n:40]3)[cH:53][cH:54]2)[cH:27][cH:28][cH:29]1. Starting materials: ClC1=CC(=C(C(=O)OC)C=C1)NC(=O)OC1=CC=CC=C1 (methyl 4-chloro-2-phenoxycarbonylaminobenzoate), N1N=NN=C1C1=CC=C(C=C1)S(=O)(=O)N (4-(5-tetrazolyl) benzenesulfonamide). Product: N1N=NN=C1C1=CC=C(C=C1)S(=O)(=O)NC(=O)NC1=C(C=CC(=C1)Cl)C(=O)OC (N-[4-(5-tetrazolyl)benzenesulfonyl]-N'-(2-methoxycarbonyl-5-chlorophenyl)urea). As a reaction SMILES: [Cl:1][C:2]1[CH:11]=[CH:10][C:5]([C:6]([O:8][CH3:9])=[O:7])=[C:4]([NH:12][C:13]([O:15]C2C=CC=CC=2)=O)[CH:3]=1.[NH:22]1[C:26]([C:27]2[CH:32]=[CH:31][C:30]([S:33]([NH2:36])(=[O:35])=[O:34])=[CH:29][CH:28]=2)=[N:25][N:24]=[N:23]1>>[NH:25]1[C:26]([C:27]2[CH:32]=[CH:31][C:30]([S:33]([NH:36][C:13]([NH:12][C:4]3[CH:3]=[C:2]([Cl:1])[CH:11]=[CH:10][C:5]=3[C:6]([O:8][CH3:9])=[O:7])=[O:15])(=[O:34])=[O:35])=[CH:29][CH:28]=2)=[N:22][N:23]=[N:24]1. Procedure details: As the starting substances, methyl 4-chloro-2-phenoxycarbonylaminobenzoate and 4-(5-tetrazolyl) benzenesulfonamide were used and the same method was applied as in Example 36 to obtain N-[4-(5-tetrazolyl)benzenesulfonyl]-N'-(2-methoxycarbonyl-5-chlorophenyl)urea and further to obtain from 2.00 g (4.44 mmol) of N-[4-(5-tetrazolyl)benzenesulfonyl]-N'-(2-carboxyl-5-chlorophenyl)urea 602 mg of the above-identified compound (yield 33.5%). Properties: colorless crystal, Melting point: >200° C. (decompo... The reactants are Fc1cc(CCl)ccc1OCc1ccccc1, CCOC(C)=O, [H-], [Na+], CN(C)C=O, O, N#Cc1ccc(Nn2cnnc2)cc1. The product is N#Cc1ccc(N(Cc2ccc(OCc3ccccc3)c(F)c2)n2cnnc2)cc1. As a reaction SMILES: [CH2:17]([c:18]1[cH:19][cH:20][cH:21][cH:22][cH:23]1)[O:24][c:25]1[c:26]([F:33])[cH:27][c:28]([CH2:31][Cl:32])[cH:29][cH:30]1.[CH3:34][CH2:35][O:36][C:37](=[O:38])[CH3:39].[H-:1].[Na+:2].[O:40]=[CH:41][N:42]([CH3:43])[CH3:44].[OH2:45].[n:3]1[n:4][cH:5][n:6]([NH:8][c:9]2[cH:10][cH:11][c:12]([C:13]#[N:14])[cH:15][cH:16]2)[cH:7]1>>[n:3]1[n:4][cH:5][n:6]([N:8]([c:9]2[cH:10][cH:11][c:12]([C:13]#[N:14])[cH:15][cH:16]2)[CH2:31][c:28]2[cH:27][c:26]([F:33])[c:25]([O:24][CH2:17][c:18]3[cH:19][cH:20][cH:21][cH:22][cH:23]3)[cH:30][cH:29]2)[cH:7]1. The reactants are OC(CCCC)C=1C(CCC1)=O (2-(1-hydroxypentyl)-2-cyclopenten-1-one), C(C(C)(C)C)(=O)O (pivalic acid), CC(C([O-])([O-])[O-])(C)C (trimethylorthoacetate). Run in CO (MeOH). Product: O=C1C(C(CC1)CC(=O)OC)=CCCCC (methyl 3-oxo-2-pentylidene-1-cyclopentaneacetate). The yield is 88.0%. Reaction SMILES: O[CH:2]([C:7]1[C:8](=[O:12])[CH2:9][CH2:10][CH:11]=1)[CH2:3][CH2:4][CH2:5][CH3:6].[C:13]([OH:19])(=[O:18])[C:14](C)(C)C.[CH3:20]C(C)(C)C([O-])([O-])[O-]>CO>[O:12]=[C:8]1[CH2:9][CH2:10][CH:11]([CH2:14][C:13]([O:19][CH3:20])=[O:18])[C:7]1=[CH:2][CH2:3][CH2:4][CH2:5][CH3:6]. Reported procedure: A mixture of 2-(1-hydroxypentyl)-2-cyclopenten-1-one (720 mg, 4.2 mmol) and pivalic acid (100 mg, 0.98 mmol) in trimethylorthoacetate (5 ml, 39.3 mmol) was heated at 115° C. for 3 hours with distillation of MeOH. The concentrated reaction mixture was bulb-to-bulb distilled to afford the title compound in 88% yield and in the form of a 66:34 (Z)/(E) mixture.